From a dataset of the Open Reaction Database (ORD), a public repository of structured organic reaction records. describe an organic reaction: reactants, conditions, products, and yield Starting materials: CC(C)OC(N)=O, CC=CC(=O)Cl, CC(C)(C)[O-], CCOCC, Cl, [Li+], C1CCOC1. Product: CC=CC(=O)NC(=O)OC(C)C. Reaction SMILES: [C:1]([NH2:2])([O:3][CH:4]([CH3:5])[CH3:6])=[O:7].[C:8]([CH:9]=[CH:10][CH3:11])(=[O:12])[Cl:13].[CH3:14][C:15]([CH3:16])([O-:17])[CH3:18].[CH3:21][CH2:22][O:23][CH2:24][CH3:25].[ClH:20].[Li+:19].[O:26]1[CH2:27][CH2:28][CH2:29][CH2:30]1>>[C:1]([NH:2][C:8]([CH:9]=[CH:10][CH3:11])=[O:12])([O:3][CH:4]([CH3:5])[CH3:6])=[O:7]. Starting materials: C(C1=CC=CC=C1)N1[C@@H](CC[C@@H]1[C@H]([C@@H](C)O)C(=O)OC(C)(C)C)C(=O)OC(C)C (isopropyl (2S,5R)-1-benzyl-5-[(1R, 2R)-2-hydroxy-1-(t-butoxycarbonyl)propyl]pyrrolidine-2-carboxylate), C(C1=CC=CC=C1)N1[C@@H](CC[C@@H]1[C@@H]([C@H](C)O)C(=O)OC(C)(C)C)C(=O)OC(C)C (isopropyl (2S,5R)-1-benzyl-5-[(1S, 2S)-2-hydroxy-1-(t-butoxycarbonyl)propyl]pyrrolidine-2-carboxylate), C(C1=CC=CC=C1)N1[C@@H](CC[C@@H]1[C@@H]([C@@H](C)O)C(=O)OC(C)(C)C)C(=O)OC(C)C (isopropyl (2S,5R)-1-benzyl-5-[(1S, 2R)-2-hydroxy-1-(t-butoxycarbonyl)propyl]pyrrolidine-2-carboxylate), C1CCN2[C@H]1CC2=O (carbapenam). The product is O[C@H](C)[C@@H]1[C@@H]2N([C@@H](CC2)C(=O)OC(C)C)C1=O (Isopropyl (3S,5R,6S)-6-[(R)-1-Hydroxyethyl]-1-Carbapenam-3-Carboxylate). As a reaction SMILES: C([N:8]1[C@@H:12]([C@@H:13]([C:17](OC(C)(C)C)=[O:18])[C@H:14]([OH:16])[CH3:15])[CH2:11][CH2:10][C@H:9]1[C:24]([O:26][CH:27]([CH3:29])[CH3:28])=[O:25])C1C=CC=CC=1.C(N1[C@@H]([C@H](C(OC(C)(C)C)=O)[C@H](O)C)CC[C@H]1C(OC(C)C)=O)C1C=CC=CC=1.C1[C@@H]2CC(=O)N2CC1.C(N1[C@@H]([C@H](C(OC(C)(C)C)=O)[C@@H](O)C)CC[C@H]1C(OC(C)C)=O)C1C=CC=CC=1>>[OH:16][C@@H:14]([C@H:13]1[C:17](=[O:18])[N:8]2[C@H:9]([C:24]([O:26][CH:27]([CH3:29])[CH3:28])=[O:25])[CH2:10][CH2:11][C@H:12]12)[CH3:15]. Reported procedure: The residue was divided into three portions, and each portion was purified by a medium pressure silica gel column chromatography (Lobar size B, ethyl acetate-hexane 7:5→2:1). There were obtained a carbapenam ((6R,8R)-isomer, pale yellowish viscous liquid, 319 mg, 9.4%) derived from Compound 8a, and a mixture (76:24, pale yellowish viscous liquid, 2.06 g (containing about 5% of impurities), yield 58%. Yield of Compound S10 from Compound 8b was 75%) of Compound S10 and a carbapenam ((6S,8S)-isomer... The reactants are O=C(O)C1CCC1, [Cl-], Nc1ccc(CC(=O)O)cc1. The product is O=C(O)Cc1ccc(NC(=O)C2CCC2)cc1. As a reaction SMILES: [CH:13]1([C:17](=[O:18])[OH:19])[CH2:14][CH2:15][CH2:16]1.[Cl-:12].[NH2:1][c:2]1[cH:3][cH:4][c:5]([CH2:8][C:9](=[O:10])[OH:11])[cH:6][cH:7]1>>[NH:1]([c:2]1[cH:3][cH:4][c:5]([CH2:8][C:9](=[O:10])[OH:11])[cH:6][cH:7]1)[C:17]([CH:13]1[CH2:14][CH2:15][CH2:16]1)=[O:18]. The reactants are C=CCC1CC(c2cccc(Cl)c2)C(c2ccc(Cl)cc2)N(C(CC)CO)C1=O, ClCCl, O. Yields the product C=CCC1CC(c2cccc(Cl)c2)C(c2ccc(Cl)cc2)N(C(C=O)CC)C1=O. RXN SMILES: [CH2:1]([CH:2]=[CH2:3])[CH:4]1[C:5](=[O:29])[N:6]([CH:24]([CH2:25][OH:26])[CH2:27][CH3:28])[CH:7]([c:17]2[cH:18][cH:19][c:20]([Cl:23])[cH:21][cH:22]2)[CH:8]([c:10]2[cH:11][c:12]([Cl:16])[cH:13][cH:14][cH:15]2)[CH2:9]1.[Cl:31][CH2:32][Cl:33].[OH2:30]>>[CH2:1]([CH:2]=[CH2:3])[CH:4]1[C:5](=[O:29])[N:6]([CH:24]([CH:25]=[O:26])[CH2:27][CH3:28])[CH:7]([c:17]2[cH:18][cH:19][c:20]([Cl:23])[cH:21][cH:22]2)[CH:8]([c:10]2[cH:11][c:12]([Cl:16])[cH:13][cH:14][cH:15]2)[CH2:9]1. Reactants: C(C)C1=NN=C(N1C1=CC=C(C=C1)OC)C1=CC=C(C=C1)[N+](=O)[O-] (3-ethyl-4-(4-methoxyphenyl)-5-(4-nitrophenyl)-4H-1,2,4-triazole). The reagents and catalysts are [Pt]=O (platinum oxide). Solvent: Cl (hydrochloric acid). Reaction conditions: time 4 day. The product is C(C)C=1N(C(=NN1)C1=CC=C(C=C1)N)C1=CC=C(C=C1)OC (4-[5-ethyl-4-(4-methoxyphenyl)-4H-1,2,4-triazole-3-yl]-benzenamine). The yield is 99.9%. Reaction SMILES: [CH2:1]([C:3]1[N:7]([C:8]2[CH:13]=[CH:12][C:11]([O:14][CH3:15])=[CH:10][CH:9]=2)[C:6]([C:16]2[CH:21]=[CH:20][C:19]([N+:22]([O-])=O)=[CH:18][CH:17]=2)=[N:5][N:4]=1)[CH3:2]>[Pt]=O.Cl>[CH2:1]([C:3]1[N:7]([C:8]2[CH:13]=[CH:12][C:11]([O:14][CH3:15])=[CH:10][CH:9]=2)[C:6]([C:16]2[CH:17]=[CH:18][C:19]([NH2:22])=[CH:20][CH:21]=2)=[N:5][N:4]=1)[CH3:2]. Procedure details: 100 g of the product of Example 1 were mixed at ambient temperature with 500 ml of 2N hydrochloric acid with stirring and a partial solution and then a crystallization were obtained. 0.5 g of 0.5% platinum oxide was then added, and stirring was continued for 4 days at 35°-38° C. under an atmosphere of hydrogen. After filtering, washing with water, the mixture was made alkaline with a pH of 11 with sodium hydroxide. The mixture was stirred for 1 hour at 20°-25° C. and filtered. The product was wa...